Dataset: the Open Reaction Database (ORD), a public repository of structured organic reaction records. Task: describe an organic reaction: reactants, conditions, products, and yield Reactants: solution, solution, C(#N)[BH3-].[Na+] (sodium cyanoborohydride), C1(CCCCC1)C(=O)C=1OC2=C(C1COCCOC)C=C(C=C2)F (cyclohexyl{5-fluoro-3-[(2-methoxyethoxy)methyl]-1-benzofuran-2-yl}methanone), C(O)([O-])=O.[Na+] (sodium hydrogen carbonate), NC1=CC=C(C(=O)OC)C=C1 (methyl 4-aminobenzoate), C(O)([O-])=O.[Na+] (sodium hydrogen carbonate). Reagents/catalysts: [Ti](Cl)(Cl)(Cl)Cl (titanium (IV) chloride). Run in C(Cl)Cl (methylene chloride), O1CCCC1 (tetrahydrofuran), C(C)(=O)O (acetic acid), C(Cl)Cl (methylene chloride), C(C)N(CC)CC (triethylamine). Conditions: time 8 hour. The product is C1(CCCCC1)C(C=1OC2=C(C1COCCOC)C=C(C=C2)F)NC2=CC=C(C(=O)OC)C=C2 (methyl 4-[(cyclohexyl{5-fluoro-3-[(2-methoxyethoxy)methyl]-1-benzofuran-2-yl}methyl)amino]benzoate). Yield: 39.0%. RXN SMILES: [CH:1]1([C:7]([C:9]2[O:10][C:11]3[CH:23]=[CH:22][C:21]([F:24])=[CH:20][C:12]=3[C:13]=2[CH2:14][O:15][CH2:16][CH2:17][O:18][CH3:19])=O)[CH2:6][CH2:5][CH2:4][CH2:3][CH2:2]1.[NH2:25][C:26]1[CH:35]=[CH:34][C:29]([C:30]([O:32][CH3:33])=[O:31])=[CH:28][CH:27]=1.C(=O)([O-])O.[Na+].C([BH3-])#N.[Na+]>C(Cl)Cl.O1CCCC1.[Ti](Cl)(Cl)(Cl)Cl.C(O)(=O)C.C(N(CC)CC)C>[CH:1]1([CH:7]([NH:25][C:26]2[CH:27]=[CH:28][C:29]([C:30]([O:32][CH3:33])=[O:31])=[CH:34][CH:35]=2)[C:9]2[O:10][C:11]3[CH:23]=[CH:22][C:21]([F:24])=[CH:20][C:12]=3[C:13]=2[CH2:14][O:15][CH2:16][CH2:17][O:18][CH3:19])[CH2:6][CH2:5][CH2:4][CH2:3][CH2:2]1 |f:2.3,4.5|. Procedure details: To a mixture of cyclohexyl{5-fluoro-3-[(2-methoxyethoxy)methyl]-1-benzofuran-2-yl}methanone (881 mg) synthesized above, methyl 4-aminobenzoate (440 mg), triethylamine (2.93 mL) and methylene chloride (10 mL) was added a 1.0M solution (3.16 mL) of titanium (IV) chloride in methylene chloride, and the mixture was stirred under argon atmosphere overnight at room temperature. Saturated aqueous sodium hydrogen carbonate solution was added to quench the reaction, and the reaction mixture was extracted... Reactants: CC(=O)NCc1ccc(C(=O)CCCCl)s1, CC[SiH](CC)CC, O, O=C(O)C(F)(F)F. Product: CC(=O)NCc1ccc(CCCCCl)s1. Reaction SMILES: [C:1]([CH3:2])(=[O:3])[NH:4][CH2:5][c:6]1[s:7][c:8]([C:11]([CH2:12][CH2:13][CH2:14][Cl:15])=[O:16])[cH:9][cH:10]1.[CH2:18]([SiH:19]([CH2:20][CH3:21])[CH2:22][CH3:23])[CH3:24].[OH2:17].[OH:25][C:26]([C:27]([F:28])([F:29])[F:30])=[O:31]>>[C:1]([CH3:2])(=[O:3])[NH:4][CH2:5][c:6]1[s:7][c:8]([CH2:11][CH2:12][CH2:13][CH2:14][Cl:15])[cH:9][cH:10]1. The reactants are CO, C=Cc1cc(OCC2CCN2C(=O)OC(C)(C)C)cnc1Cl, [H][H]. The product is CCc1cc(OCC2CCN2C(=O)OC(C)(C)C)cnc1Cl. Reaction SMILES: [CH3:25][OH:26].[Cl:1][c:2]1[n:3][cH:4][c:5]([O:10][CH2:11][CH:12]2[N:13]([C:16](=[O:17])[O:18][C:19]([CH3:20])([CH3:21])[CH3:22])[CH2:14][CH2:15]2)[cH:6][c:7]1[CH:8]=[CH2:9].[H:23][H:24]>>[Cl:1][c:2]1[n:3][cH:4][c:5]([O:10][CH2:11][CH:12]2[N:13]([C:16](=[O:17])[O:18][C:19]([CH3:20])([CH3:21])[CH3:22])[CH2:14][CH2:15]2)[cH:6][c:7]1[CH2:8][CH3:9]. Reactants: C(C)N(C(OC(C)(C)C)=O)C1CC(CC1)C1=CNC2=CC=C(C=C12)[N+](=O)[O-] (tert-butyl ethyl(3-(5-nitro-1H-indol-3-yl)cyclopentyl)carbamate), O.NN (hydrazine hydrate). Reagents/catalysts: [Ni] (Ni). Solvent: CO (MeOH), O (water). Product: NC=1C=C2C(=CNC2=CC1)C1CC(CC1)N(C(OC(C)(C)C)=O)CC (tert-Butyl 3-(5-amino-1H-indol-3-yl)cyclopentyl(ethyl)carbamate). Isolated yield 97.1%. RXN SMILES: [CH2:1]([N:3]([CH:11]1[CH2:15][CH2:14][CH:13]([C:16]2[C:24]3[C:19](=[CH:20][CH:21]=[C:22]([N+:25]([O-])=O)[CH:23]=3)[NH:18][CH:17]=2)[CH2:12]1)[C:4](=[O:10])[O:5][C:6]([CH3:9])([CH3:8])[CH3:7])[CH3:2].O.NN>CO.O.[Ni]>[NH2:25][C:22]1[CH:23]=[C:24]2[C:19](=[CH:20][CH:21]=1)[NH:18][CH:17]=[C:16]2[CH:13]1[CH2:14][CH2:15][CH:11]([N:3]([CH2:1][CH3:2])[C:4](=[O:10])[O:5][C:6]([CH3:7])([CH3:8])[CH3:9])[CH2:12]1 |f:1.2|. Reported procedure: To a solution of tert-butyl ethyl(3-(5-nitro-1H-indol-3-yl)cyclopentyl)carbamate (1.40, g 3.75 mmol) in dry MeOH (15 mL) was added Raney-Ni (0.1 g as a slurry in water) and hydrazine hydrate (1.9 mL, 37.5 mmol). The resulting mixture was immersed in a preheated oil bath and refluxed for 15 min. until the solution became clear. The reaction was cooled and filtered trough celite, washed with MeOH (20 mL) and the solvent evaporated. The crude was purified on column chromatography (2% 2N NH3 in MeOH... Reactants: CCN, CCO, CO, Cl, O=c1cc(-c2ccccc2)oc2cc(OCC3CO3)ccc12. Yields the product Cl, CCNCC(O)COc1ccc2c(=O)cc(-c3ccccc3)oc2c1. Reaction SMILES: [CH3:23][CH2:24][NH2:25].[CH3:27][CH2:28][OH:29].[CH3:30][OH:31].[ClH:26].[O:1]1[CH:2]([CH2:3][O:4][c:5]2[cH:6][cH:7][c:8]3[c:9](=[O:21])[cH:10][c:11](-[c:15]4[cH:16][cH:17][cH:18][cH:19][cH:20]4)[o:12][c:13]3[cH:14]2)[CH2:22]1>>[ClH:26].[OH:1][CH:2]([CH2:3][O:4][c:5]1[cH:6][cH:7][c:8]2[c:9](=[O:21])[cH:10][c:11](-[c:15]3[cH:16][cH:17][cH:18][cH:19][cH:20]3)[o:12][c:13]2[cH:14]1)[CH2:22][NH:25][CH2:24][CH3:23]. Starting materials: OC1=CC=C(C=CC(=O)O)C=C1 (4- hydroxycinnamic acid), S(O)(O)(=O)=O (sulfuric acid), C(C)O (ethanol), C([O-])(O)=O.[Na+] (sodium bicarbonate). Yields the product OC1=CC=C(C=CC(=O)OCC)C=C1 (ethyl 4-hydroxycinnamate). RXN SMILES: [OH:1][C:2]1[CH:12]=[CH:11][C:5]([CH:6]=[CH:7][C:8]([OH:10])=[O:9])=[CH:4][CH:3]=1.S(=O)(=O)(O)O.C(=O)(O)[O-].[Na+].[CH2:23](O)[CH3:24]>>[OH:1][C:2]1[CH:3]=[CH:4][C:5]([CH:6]=[CH:7][C:8]([O:10][CH2:23][CH3:24])=[O:9])=[CH:11][CH:12]=1 |f:2.3|. Reported procedure: To a solution of 4- hydroxycinnamic acid (16.4 g) in ethanol (100 ml) was added sulfuric acid (10 ml). The mixture was refluxed with heating for 4 hours, Aqueous sodium bicarbonate solution was added to the reaction solution so as to make basic. Then, the reaction solution was extracted with chloroform. The extract was dried over sodium sulfate anhydride and then concentrated under a vacuum to yield a raw product of ethyl 4-hydroxycinnamate. In a manner similar to Reference Example 1, this raw p... The reactants are CC[O-], CCO, Nc1nc(Cl)c2c(n1)CCC2, [Na+], Cc1ccccc1C. Yields the product CCOc1nc(N)nc2c1CCC2. RXN SMILES: [CH3:13][CH2:14][O-:15].[CH3:24][CH2:25][OH:26].[Cl:1][c:2]1[n:3][c:4]([NH2:11])[n:5][c:6]2[c:7]1[CH2:8][CH2:9][CH2:10]2.[Na+:12].[c:16]1([CH3:17])[c:18]([CH3:19])[cH:20][cH:21][cH:22][cH:23]1>>[c:2]1([O:15][CH2:14][CH3:13])[n:3][c:4]([NH2:11])[n:5][c:6]2[c:7]1[CH2:8][CH2:9][CH2:10]2.